Task: describe an organic reaction: reactants, conditions, products, and yield. Dataset: the Open Reaction Database (ORD), a public repository of structured organic reaction records Reactants: COC(=O)C=1C=C2C=C(NC2=CC1)CCOC1OCCCC1 (2-[2-(Tetrahydro-pyran-2-yloxy)-ethyl]-1H-indole-5-carboxylic acid methyl ester), [Cl-].[NH4+] (Ammonium chloride), [H-].[Al+3].[Li+].[H-].[H-].[H-] (Lithium aluminum hydride), O (water). The solvent is C1CCOC1 (THF), C1CCOC1 (THF). Reaction conditions: temperature -20 celsius, time 1 hour. Yields the product O1C(CCCC1)OCCC=1NC2=CC=C(C=C2C1)CO ({2-[2-(tetrahydro-pyran-2-yloxy)-ethyl]-1H-indol-5-yl}-methanol). As a reaction SMILES: [H-].[Al+3].[Li+].[H-].[H-].[H-].C[O:8][C:9]([C:11]1[CH:12]=[C:13]2[C:17](=[CH:18][CH:19]=1)[NH:16][C:15]([CH2:20][CH2:21][O:22][CH:23]1[CH2:28][CH2:27][CH2:26][CH2:25][O:24]1)=[CH:14]2)=O.O.[Cl-].[NH4+]>C1COCC1>[O:24]1[CH2:25][CH2:26][CH2:27][CH2:28][CH:23]1[O:22][CH2:21][CH2:20][C:15]1[NH:16][C:17]2[C:13]([CH:14]=1)=[CH:12][C:11]([CH2:9][OH:8])=[CH:19][CH:18]=2 |f:0.1.2.3.4.5,8.9|. Procedure: Lithium aluminum hydride (3.38 g, 89.0 mmol) in anhydrous THF (100 mL) was cooled to −30° C. 2-[2-(Tetrahydro-pyran-2-yloxy)-ethyl]-1H-indole-5-carboxylic acid methyl ester (13.5 g, 44.5 mmol) in anhydrous THF (100 mL) was added dropwise. The reaction mixture was stirred at −20° C. for 1 hour and then at room temperature for 4 hours. The reaction mixture was cooled to 0° C. and water (6 mL) was added slowly. Ammonium chloride solution (200 mL) was added and extracted with ethyl acetate (2×200 mL... Reactants: CN1N=C(C=C1)NC(=O)C1=NC(=CC=C1NC=1C=NC=CC1)C (6-Methyl-3-(pyridin-3-ylamino)-pyridine-2-carboxylic acid (1-methyl-1H-pyrazol-3-yl)-amide), BrC=1C(=NC=CC1)C (3-Bromo-2-methylpyridine). The product is CN1N=C(C=C1)NC(=O)C1=NC(=CC=C1NC=1C(=NC=CC1)C)C (6-Methyl-3-(2-methyl-pyridin-3-ylamino)-pyridine-2-carboxylic acid (1-methyl-1H-pyrazol-3-yl)-amide). Reaction SMILES: [CH3:1][N:2]1[CH:6]=[CH:5][C:4]([NH:7][C:8]([C:10]2[C:15]([NH:16][C:17]3[CH:18]=[N:19][CH:20]=[CH:21][CH:22]=3)=[CH:14][CH:13]=[C:12]([CH3:23])[N:11]=2)=[O:9])=[N:3]1.Br[C:25]1C(C)=NC=CC=1>>[CH3:1][N:2]1[CH:6]=[CH:5][C:4]([NH:7][C:8]([C:10]2[C:15]([NH:16][C:17]3[C:18]([CH3:25])=[N:19][CH:20]=[CH:21][CH:22]=3)=[CH:14][CH:13]=[C:12]([CH3:23])[N:11]=2)=[O:9])=[N:3]1. Procedure: The title compound, was prepared from 3-Amino-6-methyl-pyridine-2-carboxylic acid (1-methyl-1H-pyrazol-3-yl)-amide (example 16) in accordance with the general method of example 20 using 3-Bromo-2-methylpyridine instead of 3-Bromo-4-methylpyridine to yield the final compound as a orange solid, MS (ISP): m/e=323.1 (M+H+). The reactants are CCOC(=O)C(NC(=O)OC(C)(C)C)C1C(CO)C1C(=O)OCC, CCOC(=O)N=NC(=O)OCC, C1CCOC1, CCOC(=O)CS, c1ccc(P(c2ccccc2)c2ccccc2)cc1. The product is CCOC(=O)CSCC1C(C(=O)OCC)C1C(NC(=O)OC(C)(C)C)C(=O)OCC. RXN SMILES: [C:39]([CH3:40])([CH3:41])([CH3:42])[O:43][C:44](=[O:45])[NH:46][CH:47]([C:48](=[O:49])[O:50][CH2:51][CH3:52])[CH:53]1[CH:54]([C:58](=[O:59])[O:60][CH2:61][CH3:62])[CH:55]1[CH2:56][OH:57].[O:20]=[C:21]([O:22][CH2:23][CH3:24])[N:25]=[N:26][C:27]([O:28][CH2:29][CH3:30])=[O:31].[O:63]1[CH2:64][CH2:65][CH2:66][CH2:67]1.[SH:32][CH2:33][C:34](=[O:35])[O:36][CH2:37][CH3:38].[c:1]1([P:2]([c:3]2[cH:4][cH:5][cH:6][cH:7][cH:8]2)[c:9]2[cH:10][cH:11][cH:12][cH:13][cH:14]2)[cH:15][cH:16][cH:17][cH:18][cH:19]1>>[S:32]([CH2:33][C:34](=[O:35])[O:36][CH2:37][CH3:38])[CH2:56][CH:55]1[CH:53]([CH:47]([NH:46][C:44]([O:43][C:39]([CH3:40])([CH3:41])[CH3:42])=[O:45])[C:48](=[O:49])[O:50][CH2:51][CH3:52])[CH:54]1[C:58](=[O:59])[O:60][CH2:61][CH3:62]. Starting materials: BrCC(=O)C1=CC=C(C=C1)F (2-bromo-1-(4-fluorophenyl)-ethanone), C(C)OC(C(=S)N)OCC (2,2-diethoxythioacetamide). Run in C(C)O (ethanol). Reaction conditions: time 4 hour. The product is FC1=CC=C(C=C1)C=1N=C(SC1)C=O (4-(4-Fluorophenyl)thiazole-2-carbaldehyde). Isolated yield 88.0%. RXN SMILES: Br[CH2:2][C:3]([C:5]1[CH:10]=[CH:9][C:8]([F:11])=[CH:7][CH:6]=1)=O.C([O:14][CH:15](OCC)[C:16]([NH2:18])=[S:17])C>C(O)C>[F:11][C:8]1[CH:9]=[CH:10][C:5]([C:3]2[N:18]=[C:16]([CH:15]=[O:14])[S:17][CH:2]=2)=[CH:6][CH:7]=1. Procedure details: 5 g (23.04 mmol) of 2-bromo-1-(4-fluorophenyl)-ethanone und 3.76 g (23.04 mmol) of 2,2-diethoxythioacetamide were stirred in 100 ml of ethanol at room temperature for 2 h. After concentrating, the residue was heated with ethyl acetate, the insolubles were filtered off, and the filtrate was evaporated. The obtained acetal (6.2 g) was stirred with 50 ml of acetone, 50 ml of water and 1 ml of 2N hydrochloric acid at room temperature for 4 h. Evaporation of the mixture yielded 4.22 g (88%) of the ti...